From a dataset of the Open Reaction Database (ORD), a public repository of structured organic reaction records. describe an organic reaction: reactants, conditions, products, and yield The reactants are C=CCC(NC(=O)OC(C)(C)C)C(CO)O[Si](C)(C)C(C)(C)C, C=C1CCC1, CCOC(C)=O. The product is CC(C)(C)OC(=O)NC(CC=C1CCC1)C(CO)O[Si](C)(C)C(C)(C)C. RXN SMILES: [C:1]([CH3:2])([CH3:3])([CH3:4])[Si:5]([O:6][CH:7]([CH2:8][OH:9])[CH:10]([CH2:11][CH:12]=[CH2:13])[NH:14][C:15]([O:16][C:17]([CH3:18])([CH3:19])[CH3:20])=[O:21])([CH3:22])[CH3:23].[CH2:24]=[C:25]1[CH2:26][CH2:28][CH2:27]1.[CH3:29][CH2:30][O:31][C:32]([CH3:33])=[O:34]>>[C:1]([CH3:2])([CH3:3])([CH3:4])[Si:5]([O:6][CH:7]([CH2:8][OH:9])[CH:10]([CH2:11][CH:12]=[C:13]1[CH2:24][CH2:25][CH2:26]1)[NH:14][C:15]([O:16][C:17]([CH3:18])([CH3:19])[CH3:20])=[O:21])([CH3:22])[CH3:23]. Reactants: CN(C)C(=O)Oc1cccc(NC(=O)C2(CNC(=O)OCc3ccccc3)CCN(C(=O)OC(C)(C)C)CC2)c1, CO, Cl, C1COCCO1. The product is CN(C)C(=O)Oc1cccc(NC(=O)C2(CNC(=O)OCc3ccccc3)CCNCC2)c1, Cl. As a reaction SMILES: [CH2:1]([c:2]1[cH:3][cH:4][cH:5][cH:6][cH:7]1)[O:8][C:9](=[O:10])[NH:11][CH2:12][C:13]1([C:26]([NH:27][c:28]2[cH:29][c:30]([O:34][C:35]([N:36]([CH3:37])[CH3:38])=[O:39])[cH:31][cH:32][cH:33]2)=[O:40])[CH2:14][CH2:15][N:16]([C:19]([O:20][C:21]([CH3:22])([CH3:23])[CH3:24])=[O:25])[CH2:17][CH2:18]1.[CH3:48][OH:49].[ClH:41].[O:42]1[CH2:43][CH2:44][O:45][CH2:46][CH2:47]1>>[CH2:1]([c:2]1[cH:3][cH:4][cH:5][cH:6][cH:7]1)[O:8][C:9](=[O:10])[NH:11][CH2:12][C:13]1([C:26]([NH:27][c:28]2[cH:29][c:30]([O:34][C:35]([N:36]([CH3:37])[CH3:38])=[O:39])[cH:31][cH:32][cH:33]2)=[O:40])[CH2:14][CH2:15][NH:16][CH2:17][CH2:18]1.[ClH:41]. The reactants are CCCCCCC(O)C(C)(C)C, ClCCl, O=[Cr](=O)([O-])Cl, c1cc[nH+]cc1. The product is CCCCCCC(=O)C(C)(C)C. RXN SMILES: [CH3:1][C:2]([CH3:3])([CH:4]([CH2:5][CH2:6][CH2:7][CH2:8][CH2:9][CH3:10])[OH:11])[CH3:12].[Cl:24][CH2:25][Cl:26].[O:13]=[Cr:14]([Cl:15])([O-:16])=[O:17].[nH+:18]1[cH:19][cH:20][cH:21][cH:22][cH:23]1>>[CH3:1][C:2]([CH3:3])([C:4]([CH2:5][CH2:6][CH2:7][CH2:8][CH2:9][CH3:10])=[O:11])[CH3:12]. The reactants are O=C(OC(Cl)(Cl)Cl)OC(Cl)(Cl)Cl, Nc1cc(N2CCNCC2)c2ccc(Cl)cc2n1, O=C(O)C(F)(F)F, [Na+], O=C([O-])O, CCCNC(=O)N1CCCCC(NC(=O)O)C1=O. Yields the product CCCNC(=O)N1CCCCC(NC(=O)N2CCN(c3cc(N)nc4cc(Cl)ccc34)CC2)C1=O. Reaction SMILES: [Cl:26][C:27]([Cl:28])([O:29][C:30](=[O:31])[O:32][C:33]([Cl:34])([Cl:35])[Cl:36])[Cl:37].[Cl:43][c:44]1[cH:45][cH:46][c:47]2[c:48]([N:55]3[CH2:56][CH2:57][NH:58][CH2:59][CH2:60]3)[cH:49][c:50]([NH2:54])[n:51][c:52]2[cH:53]1.[F:19][C:20]([F:21])([F:22])[C:23]([OH:24])=[O:25].[Na+:42].[O-:38][C:39]([OH:40])=[O:41].[O:1]=[C:2]1[N:3]([C:13](=[O:14])[NH:15][CH2:16][CH2:17][CH3:18])[CH2:4][CH2:5][CH2:6][CH2:7][CH:8]1[NH:9][C:10]([OH:11])=[O:12]>>[O:1]=[C:2]1[N:3]([C:13](=[O:14])[NH:15][CH2:16][CH2:17][CH3:18])[CH2:4][CH2:5][CH2:6][CH2:7][CH:8]1[NH:9][C:10](=[O:12])[N:58]1[CH2:57][CH2:56][N:55]([c:48]2[c:47]3[cH:46][cH:45][c:44]([Cl:43])[cH:53][c:52]3[n:51][c:50]([NH2:54])[cH:49]2)[CH2:60][CH2:59]1. Starting materials: C(C)(C)(C)P(C(C)(C)C)C(C)(C)C (tri-t-butylphosphine), resultant solution, BrC1=CC=C(C=C1)C1=CC=C(C=C1)N(C1=CC=CC=C1)C1=CC=CC2=CC=CC=C12 (4-bromo-4′-(N-1-naphthyl-N-phenylamino)biphenyl), NC1=CC=CC=C1 (aniline), C(C)(C)(C)O[Na] (t-butoxysodium). The reagents and catalysts are C1=CC=C(C=C1)/C=C/C(=O)/C=C/C2=CC=CC=C2.C1=CC=C(C=C1)/C=C/C(=O)/C=C/C2=CC=CC=C2.[Pd] (tris(dibenzylideneacetone)dipalladium(O)). The solvent is C1(=CC=CC=C1)C (toluene), C1(=CC=CC=C1)C (toluene). Product: C1(=CC=CC=C1)N(C1=CC=C(C=C1)C1=CC=C(NC2=CC=CC=C2)C=C1)C1=CC=CC2=CC=CC=C12 (N,N′-diphenyl-N— 1-naphthylbenzidine). Isolated yield 75.7%. Reaction SMILES: C(P(C(C)(C)C)C(C)(C)C)(C)(C)C.Br[C:15]1[CH:20]=[CH:19][C:18]([C:21]2[CH:26]=[CH:25][C:24]([N:27]([C:34]3[C:43]4[C:38](=[CH:39][CH:40]=[CH:41][CH:42]=4)[CH:37]=[CH:36][CH:35]=3)[C:28]3[CH:33]=[CH:32][CH:31]=[CH:30][CH:29]=3)=[CH:23][CH:22]=2)=[CH:17][CH:16]=1.[NH2:44][C:45]1[CH:50]=[CH:49][CH:48]=[CH:47][CH:46]=1.C(O[Na])(C)(C)C>C1C=CC(/C=C/C(/C=C/C2C=CC=CC=2)=O)=CC=1.C1C=CC(/C=C/C(/C=C/C2C=CC=CC=2)=O)=CC=1.[Pd].C1(C)C=CC=CC=1>[C:28]1([N:27]([C:34]2[C:43]3[C:38](=[CH:39][CH:40]=[CH:41][CH:42]=3)[CH:37]=[CH:36][CH:35]=2)[C:24]2[CH:25]=[CH:26][C:21]([C:18]3[CH:19]=[CH:20][C:15]([NH:44][C:45]4[CH:50]=[CH:49][CH:48]=[CH:47][CH:46]=4)=[CH:16][CH:17]=3)=[CH:22][CH:23]=2)[CH:33]=[CH:32][CH:31]=[CH:30][CH:29]=1 |f:4.5.6|. Procedure: Adding 0.66% by weight toluene solution in an amount of 100 microliter prepared by dissolving tri-t-butylphosphine into a mixed solution prepared by dissolving 4.50 g of 4-bromo-4′-(N-1-naphthyl-N-phenylamino)biphenyl, 1.11 g of aniline, 183 milligram of tris(dibenzylideneacetone)dipalladium(O) and 1.35 g of t-butoxysodium into toluene in an amount of 100 milliliter, the resultant solution was stirred at a room temperature for 5 hours. After the completion of the reaction, the solution was filte...